This data is from the Open Reaction Database (ORD), a public repository of structured organic reaction records. The task is: describe an organic reaction: reactants, conditions, products, and yield Starting materials: BrCCOCc1ccccc1, CC(C)(C)OC(=O)NC1C(=O)Nc2ccccc2-c2ccccc21. Yields the product CC(C)(C)OC(=O)NC1C(=O)N(CCOCc2ccccc2)c2ccccc2-c2ccccc21. RXN SMILES: [Br:25][CH2:26][CH2:27][O:28][CH2:29][c:30]1[cH:31][cH:32][cH:33][cH:34][cH:35]1.[C:1]([CH3:2])([CH3:3])([CH3:4])[O:5][C:6]([NH:7][CH:8]1[c:9]2[c:10]([cH:20][cH:21][cH:22][cH:23]2)-[c:11]2[c:12]([cH:16][cH:17][cH:18][cH:19]2)[NH:13][C:14]1=[O:15])=[O:24]>>[C:1]([CH3:2])([CH3:3])([CH3:4])[O:5][C:6]([NH:7][CH:8]1[c:9]2[c:10]([cH:20][cH:21][cH:22][cH:23]2)-[c:11]2[c:12]([cH:16][cH:17][cH:18][cH:19]2)[N:13]([CH2:26][CH2:27][O:28][CH2:29][c:30]2[cH:31][cH:32][cH:33][cH:34][cH:35]2)[C:14]1=[O:15])=[O:24]. Reactants: COCc1nc2cnc3ccc(OCc4ccccc4)cc3c2n1CC(C)C, ClCCl, [Na+], [Na+], O=C([O-])[O-], O=C(OO)c1cccc(Cl)c1. The product is COCc1nc2c[n+]([O-])c3ccc(OCc4ccccc4)cc3c2n1CC(C)C. As a reaction SMILES: [CH2:12]([c:13]1[cH:14][cH:15][cH:16][cH:17][cH:18]1)[O:19][c:20]1[cH:21][c:22]2[c:23]3[c:24]([cH:25][n:26][c:27]2[cH:28][cH:29]1)[n:30][c:31]([CH2:37][O:38][CH3:39])[n:32]3[CH2:33][CH:34]([CH3:35])[CH3:36].[Cl:46][CH2:47][Cl:48].[Na+:40].[Na+:41].[O-:42][C:43](=[O:44])[O-:45].[OH:1][O:2][C:3]([c:4]1[cH:5][c:6]([Cl:7])[cH:8][cH:9][cH:10]1)=[O:11]>>[O-:1][n+:26]1[cH:25][c:24]2[c:23]([c:22]3[cH:21][c:20]([O:19][CH2:12][c:13]4[cH:14][cH:15][cH:16][cH:17][cH:18]4)[cH:29][cH:28][c:27]31)[n:32]([CH2:33][CH:34]([CH3:35])[CH3:36])[c:31]([CH2:37][O:38][CH3:39])[n:30]2. Starting materials: [C-]#N.[K+] (potassium cyanide), CS(=O)(=O)OCCC(C1=CNC2=C(C(=CC=C12)F)CSC)C1=CC=C(C=C1)Cl (3-(4-Chlorophenyl)-3-{6-fluoro-7-[(methylsulfanyl)methyl]-1H-indol-3-yl}propyl methanesulfonate), C(C)(=O)OCC (ethyl acetate). Run in CN(C)C=O (DMF). Conditions: temperature 80 celsius, time 3 hour. Product: ClC1=CC=C(C=C1)C(CCC#N)C1=CNC2=C(C(=CC=C12)F)CSC (4-(4-Chlorophenyl)-4-{6-fluoro-7-[(methylsulfanyl)methyl]-1H-indol-3-yl}butanonitrile). RXN SMILES: [C-:1]#[N:2].[K+].CS(O[CH2:9][CH2:10][CH:11]([C:25]1[CH:30]=[CH:29][C:28]([Cl:31])=[CH:27][CH:26]=1)[C:12]1[C:20]2[C:15](=[C:16]([CH2:22][S:23][CH3:24])[C:17]([F:21])=[CH:18][CH:19]=2)[NH:14][CH:13]=1)(=O)=O.C(OCC)(=O)C>CN(C=O)C>[Cl:31][C:28]1[CH:27]=[CH:26][C:25]([CH:11]([C:12]2[C:20]3[C:15](=[C:16]([CH2:22][S:23][CH3:24])[C:17]([F:21])=[CH:18][CH:19]=3)[NH:14][CH:13]=2)[CH2:10][CH2:9][C:1]#[N:2])=[CH:30][CH:29]=1 |f:0.1|. Procedure details: 0.46 g (7.01 mmol) of potassium cyanide were added to 1.55 g (3.50 mmol) of the compound from Example 66A in 32 ml of DMF. The mixture was stirred at 80° C. for 3 h, ethyl acetate was added to the reaction solution, and the mixture was washed twice with water and once with saturated aqueous sodium chloride solution. The combined organic phases were dried over sodium sulfate, the solid was filtered off, and the solvents were removed. The crude product was purified by preparative HPLC (mobile phas... Reactants: CNC=1C(C(=O)N2[C@H](C(=O)O)CCC2)=CC=CC1 ((-)-1-(N-methylanthraniloyl)-proline), S(=O)(Cl)Cl (thionyl chloride). The solvent is C1=CC=CC=C1 (benzene). The product is CN1C(C2N(C(C3=C1C=CC=C3)=O)CCC2)=O (1,2,3,11a-Tetrahydro-10-methyl-5H-pyrrolo[2,1-c][1,4]benzodiazepin-5,11(10H)-dione). RXN SMILES: [CH3:1][NH:2][C:3]1[C:4](=[CH:15][CH:16]=[CH:17][CH:18]=1)[C:5]([N:7]1[CH2:14][CH2:13][CH2:12][C@H:8]1[C:9](O)=[O:10])=[O:6].S(Cl)(Cl)=O>C1C=CC=CC=1>[CH3:1][N:2]1[C:3]2[CH:18]=[CH:17][CH:16]=[CH:15][C:4]=2[C:5](=[O:6])[N:7]2[CH2:14][CH2:13][CH2:12][CH:8]2[C:9]1=[O:10]. Procedure details: A mixture of 24.8 g. of (-)-1-(N-methylanthraniloyl)-proline and 300 ml. of benzene is stirred and 12.0 g. of thionyl chloride is added dropwise. The mixture is heated at reflux temperature for 2 hours, cooled, washed twice with water and concentrated to recover the (+)-1,2,3,11a-tetrahydro-10-methyl-5H-pyrrolo[2,1-c][1,4]benzodiazepin-5,11(10H)-dione. Reactants: CC(=O)O[BH-](OC(C)=O)OC(C)=O, C1CCOC1, CC(=O)O, O=Cc1ccc(F)cc1, Nc1cccc(Cn2nnc3c(-c4ccco4)nc(N)nc32)c1, [Na+]. Yields the product Nc1nc(-c2ccco2)c2nnn(Cc3cccc(NCc4ccc(F)cc4)c3)c2n1. Reaction SMILES: [C:33]([O:34][BH-:35]([O:36][C:37](=[O:38])[CH3:39])[O:40][C:41](=[O:42])[CH3:43])(=[O:44])[CH3:45].[CH2:51]1[O:52][CH2:53][CH2:54][CH2:55]1.[CH3:47][C:48](=[O:49])[OH:50].[F:24][c:25]1[cH:26][cH:27][c:28]([CH:29]=[O:30])[cH:31][cH:32]1.[NH2:1][c:2]1[cH:3][c:4]([CH2:5][n:6]2[n:7][n:8][c:9]3[c:10]2[n:11][c:12]([NH2:20])[n:13][c:14]3-[c:15]2[o:16][cH:17][cH:18][cH:19]2)[cH:21][cH:22][cH:23]1.[Na+:46]>>[NH:1]([c:2]1[cH:3][c:4]([CH2:5][n:6]2[n:7][n:8][c:9]3[c:10]2[n:11][c:12]([NH2:20])[n:13][c:14]3-[c:15]2[o:16][cH:17][cH:18][cH:19]2)[cH:21][cH:22][cH:23]1)[CH2:29][c:28]1[cH:27][cH:26][c:25]([F:24])[cH:32][cH:31]1.